describe an organic reaction: reactants, conditions, products, and yield From a dataset of the Open Reaction Database (ORD), a public repository of structured organic reaction records. The reactants are ClC=1C(=C(C=CC1)[N+](=O)[O-])OCC(F)(F)F (3-Chloro-2-(2,2,2-trifluoroethoxy)nitrobenzene), [OH-].[Na+] (NaOH), O.O.[Sn](Cl)(Cl)(Cl)Cl (tin chloride dihydrate), Cl (HCl). Reaction conditions: temperature 0 celsius, time 15 minute. Yields the product ClC=1C(=C(N)C=CC1)OCC(F)(F)F (3-chloro-2-(2,2,2-trifluoroethoxy)aniline). The yield is 83.9%. As a reaction SMILES: [Cl:1][C:2]1[C:3]([O:11][CH2:12][C:13]([F:16])([F:15])[F:14])=[C:4]([N+:8]([O-])=O)[CH:5]=[CH:6][CH:7]=1.O.O.[Sn](Cl)(Cl)(Cl)Cl.Cl.[OH-].[Na+]>>[Cl:1][C:2]1[C:3]([O:11][CH2:12][C:13]([F:14])([F:16])[F:15])=[C:4]([CH:5]=[CH:6][CH:7]=1)[NH2:8] |f:1.2.3,5.6|. Procedure details: 3-Chloro-2-(2,2,2-trifluoroethoxy)nitrobenzene (47 g, 185 mmol) and tin chloride dihydrate (126.5 g, 555 mmol) were placed in a 3 neck flask equipped with an overhead stirrer. Concentrated HCl (231 mL) was added in one portion with rapid stirring, and the reaction heated rapidly until it was homogeneous. After stirring an additional 15 minutes, the mixture was cooled to 0° C. and 50% NaOH added to pH=13. The alkaline solution was extracted with Et2O (2×500 mL) and the combined Et2O layers were w... Starting materials: CC(C)CC(C(=O)Nc1ccn(CC2COC(C)(C)O2)n1)n1ncc(I)cc1=O, COc1cccc(O)c1Cl. Product: COc1cccc(Oc2cnn(C(CC(C)C)C(=O)Nc3ccn(CC4COC(C)(C)O4)n3)c(=O)c2)c1Cl. Reaction SMILES: [CH3:1][C:2]1([CH3:29])[O:3][CH2:4][CH:5]([CH2:7][n:8]2[n:9][c:10]([NH:13][C:14]([CH:15]([CH2:16][CH:17]([CH3:18])[CH3:19])[n:20]3[n:21][cH:22][c:23]([I:27])[cH:24][c:25]3=[O:26])=[O:28])[cH:11][cH:12]2)[O:6]1.[Cl:30][c:31]1[c:32]([OH:39])[cH:33][cH:34][cH:35][c:36]1[O:37][CH3:38]>>[CH3:1][C:2]1([CH3:29])[O:3][CH2:4][CH:5]([CH2:7][n:8]2[n:9][c:10]([NH:13][C:14]([CH:15]([CH2:16][CH:17]([CH3:18])[CH3:19])[n:20]3[n:21][cH:22][c:23]([O:39][c:32]4[c:31]([Cl:30])[c:36]([O:37][CH3:38])[cH:35][cH:34][cH:33]4)[cH:24][c:25]3=[O:26])=[O:28])[cH:11][cH:12]2)[O:6]1. The reactants are COC=1C=CC2=C(N(CC(O2)C2=CC=CC=C2)CC#N)C1 (2-(6-Methoxy-2-phenyl-2,3-dihydro-4H-1,4-benzoxazin-4-yl)acetonitrile), C(C)(=O)[O-].[Na+] (sodium acetate). Reagents/catalysts: [Ni] (Raney nickel). Solvent: C(C)(=O)OC(C)=O (acetic anhydride). Reaction conditions: time 16 hour. Product: COC=1C=CC2=C(N(CC(O2)C2=CC=CC=C2)CCNC(C)=O)C1 (N-[2-(6-Methoxy-2-phenyl-2,3-dihydro-4H-1,4-benzoxazin-4-yl)-ethyl]acetamide). Reaction SMILES: [CH3:1][O:2][C:3]1[CH:4]=[CH:5][C:6]2[O:11][CH:10]([C:12]3[CH:17]=[CH:16][CH:15]=[CH:14][CH:13]=3)[CH2:9][N:8]([CH2:18][C:19]#[N:20])[C:7]=2[CH:21]=1.[C:22]([O-])(=[O:24])[CH3:23].[Na+]>C(OC(=O)C)(=O)C.[Ni]>[CH3:1][O:2][C:3]1[CH:4]=[CH:5][C:6]2[O:11][CH:10]([C:12]3[CH:17]=[CH:16][CH:15]=[CH:14][CH:13]=3)[CH2:9][N:8]([CH2:18][CH2:19][NH:20][C:22](=[O:24])[CH3:23])[C:7]=2[CH:21]=1 |f:1.2|. Procedure: The compound obtained in Step D (350 mg; 1.25 mmol) is dissolved in a Parr reactor with acetic anhydride. Raney nickel (30% by weight, 115 mg) and sodium acetate (1.5 eq.; 1.87 mmol; 154 mg) are then added. The mixture is left at 50° C. for 16 hours under a hydrogen pressure of 40 psi. After returning to ambient temperature, the solution is filtered over Celite and the filtrate is evaporated. The crude reaction product is purified by flash chromatography on silica gel (eluant: PE/AcOEt (1/9)). T... The reactants are O=C(O)CBr, C1CCOC1, COc1ccc(Cn2nc(CO)c3ccccc32)cc1, [H-], [Na+], O. The product is COc1ccc(Cn2nc(COCC(=O)O)c3ccccc32)cc1. Reaction SMILES: [Br:21][CH2:22][C:23](=[O:24])[OH:25].[CH2:28]1[O:29][CH2:30][CH2:31][CH2:32]1.[CH3:1][O:2][c:3]1[cH:4][cH:5][c:6]([CH2:7][n:8]2[n:9][c:10]([CH2:17][OH:18])[c:11]3[cH:12][cH:13][cH:14][cH:15][c:16]23)[cH:19][cH:20]1.[H-:27].[Na+:26].[OH2:33]>>[CH3:1][O:2][c:3]1[cH:4][cH:5][c:6]([CH2:7][n:8]2[n:9][c:10]([CH2:17][O:18][CH2:22][C:23](=[O:24])[OH:25])[c:11]3[cH:12][cH:13][cH:14][cH:15][c:16]23)[cH:19][cH:20]1. Starting materials: CC(=O)O, CC(=O)O, ClCCl, Ic1ccccc1, CON1C(C)(C)CC(OC(=O)NNC(=O)OC2CC(C)(C)N(OC)C(C)(C)C2)CC1(C)C. Yields the product CON1C(C)(C)CC(OC(=O)N=NC(=O)OC2CC(C)(C)N(OC)C(C)(C)C2)CC1(C)C. As a reaction SMILES: [C:33]([OH:34])(=[O:35])[CH3:36].[C:37]([OH:38])(=[O:39])[CH3:40].[CH2:48]([Cl:49])[Cl:50].[I:41][c:42]1[cH:43][cH:44][cH:45][cH:46][cH:47]1.[NH:1]([NH:2][C:3](=[O:4])[O:5][CH:6]1[CH2:7][C:8]([CH3:16])([CH3:17])[N:9]([O:14][CH3:15])[C:10]([CH3:12])([CH3:13])[CH2:11]1)[C:18](=[O:19])[O:20][CH:21]1[CH2:22][C:23]([CH3:31])([CH3:32])[N:24]([O:29][CH3:30])[C:25]([CH3:27])([CH3:28])[CH2:26]1>>[N:1](=[N:2][C:3](=[O:4])[O:5][CH:6]1[CH2:7][C:8]([CH3:16])([CH3:17])[N:9]([O:14][CH3:15])[C:10]([CH3:12])([CH3:13])[CH2:11]1)[C:18](=[O:19])[O:20][CH:21]1[CH2:22][C:23]([CH3:31])([CH3:32])[N:24]([O:29][CH3:30])[C:25]([CH3:27])([CH3:28])[CH2:26]1.